Dataset: the Open Reaction Database (ORD), a public repository of structured organic reaction records. Task: describe an organic reaction: reactants, conditions, products, and yield RXN SMILES: C([O:3]C1C=C(C=CC=1OCC)CC1C2C(=CC(OCC)=C(OCC)C=2)CC[NH+]=1)C.[N:30]1([C:41](=[O:42])[C:40]2[N:39]([CH2:43][C:44]([O-:46])=[O:45])[CH:38]=[N:37][C:36]=2[N:34]([CH3:35])[C:32]1=[O:33])[CH3:31].[CH2:47]([O:49][C:50]1[CH:51]=[C:52]([CH:70]=[CH:71][C:72]=1[O:73][CH2:74][CH3:75])[CH2:53][C:54]1[C:63]2[C:58](=[CH:59][C:60]([O:67][CH2:68][CH3:69])=[C:61]([O:64][CH2:65][CH3:66])[CH:62]=2)[CH2:57][CH2:56][N:55]=1)[CH3:48].N1(C(=O)C2N(CC(O)=O)C=NC=2N(C)C1=O)C>O>[OH2:3].[N:30]1([C:41](=[O:42])[C:40]2[N:39]([CH2:43][C:44]([O-:46])=[O:45])[CH:38]=[N:37][C:36]=2[N:34]([CH3:35])[C:32]1=[O:33])[CH3:31].[CH2:47]([O:49][C:50]1[CH:51]=[C:52]([CH:70]=[CH:71][C:72]=1[O:73][CH2:74][CH3:75])[CH2:53][C:54]1[C:63]2[C:58](=[CH:59][C:60]([O:67][CH2:68][CH3:69])=[C:61]([O:64][CH2:65][CH3:66])[CH:62]=2)[CH2:57][CH2:56][NH+:55]=1)[CH3:48] |f:0.1,5.6.7|. Reactants: C(C)OC=1C=C(CC2=[NH+]CCC3=CC(=C(C=C23)OCC)OCC)C=CC1OCC.N1(C)C(=O)N(C)C=2N=CN(C2C1=O)CC(=O)[O-] (1-(3',4'diethoxybenzyl)-6,7-diethoxy-3,4-dihydro-isoquinolinium theophylline-7-acetate), monohydrate, 1-(3',4'-diethoxy-benzyl), C(C)OC=1C=C(CC2=NCCC3=CC(=C(C=C23)OCC)OCC)C=CC1OCC (1-(3',4'-diethoxy-benzyl)-6,7-diethoxy-3,4-dihydro-isoquinoline), 7-diethoxy-3,4-dihydro-isoquinolinium theophylline-7-acetate, N1(C)C(=O)N(C)C=2N=CN(C2C1=O)CC(=O)O (theophylline-7-acetic acid). Yields the product O.N1(C)C(=O)N(C)C=2N=CN(C2C1=O)CC(=O)[O-].C(C)OC=1C=C(CC2=[NH+]CCC3=CC(=C(C=C23)OCC)OCC)C=CC1OCC (1-(3',4'-diethoxy-benzyl)-6,7-diethoxy-3,4-dihydro-isoquinolinium-theophylline-7-acetate-monohydrate). Run in O (water). Reported procedure: A process for the preparation of the crystalline monohydrate of 1-(3',4'-diethoxy-benzyl)-6,(7-diethoxy-3,4-dihydro-isoquinolinium-theophylline-7-acetate and if desired of pure 1-(3',4'diethoxybenzyl)-6,7-diethoxy-3,4-dihydro-isoquinolinium-theophylline-7-acetate free of contaminating oxidation products which comprises reacting 1-(3',4'-diethoxy-benzyl)-6,7-diethoxy-3,4-dihydro-isoquinoline with theophylline-7-acetic acid in the presence of water and one or more organic solvents, and if desired ... The reactants are C1(CCCCC1)C(CC(=O)OCC)=O (ethyl 3-cyclohexyl-3-oxopropanoate), S(=O)(=O)(Cl)Cl (sulfuryl chloride), C([O-])(O)=O.[Na+] (sodium bicarbonate), C(C)(=O)OCC (ethyl acetate). Run in C(C)OCC (diethyl ether). Run at time 1 hour. Yields the product ClC(C(=O)OCC)C(=O)C1CCCCC1 (ethyl 2-chloro-3-cyclohexyl-3-oxopropanoate). Yield: 74.8%. As a reaction SMILES: [CH:1]1([C:7](=[O:14])[CH2:8][C:9]([O:11][CH2:12][CH3:13])=[O:10])[CH2:6][CH2:5][CH2:4][CH2:3][CH2:2]1.S(Cl)([Cl:18])(=O)=O.C(=O)(O)[O-].[Na+].C(OCC)(=O)C>C(OCC)C>[Cl:18][CH:8]([C:7]([CH:1]1[CH2:6][CH2:5][CH2:4][CH2:3][CH2:2]1)=[O:14])[C:9]([O:11][CH2:12][CH3:13])=[O:10] |f:2.3|. Procedure: To a solution of ethyl 3-cyclohexyl-3-oxopropanoate (1.0 g, 5.0 mmol) in diethyl ether (15 mL) was added sulfuryl chloride (750 mg, 5.5 mmol) at 0° C., and the mixture was stirred at room temperature for 1 hr. Saturated aqueous sodium bicarbonate solution (150 mL) and ethyl acetate (150 mL) were added to the reaction solution, and the mixture was stirred for 30 min. The organic layer was washed with saturated brine (10 mL) and dried over anhydrous magnesium sulfate, and the insoluble material wa... The reactants are CCc1c(B2OC(C)(C)C(C)(C)O2)cccc1C1CN(C(c2ccccc2)c2ccccc2)C1, CC(Cl)OC(=O)Cl. The product is CCc1c(B2OC(C)(C)C(C)(C)O2)cccc1C1CNC1. As a reaction SMILES: [CH:1]([c:2]1[cH:3][cH:4][cH:5][cH:6][cH:7]1)([c:8]1[cH:9][cH:10][cH:11][cH:12][cH:13]1)[N:14]1[CH2:15][CH:16]([c:18]2[c:19]([CH2:33][CH3:34])[c:20]([B:24]3[O:25][C:26]([CH3:31])([CH3:32])[C:27]([CH3:29])([CH3:30])[O:28]3)[cH:21][cH:22][cH:23]2)[CH2:17]1.[Cl:35][C:36]([O:37][CH:38]([Cl:39])[CH3:40])=[O:41]>>[NH:14]1[CH2:15][CH:16]([c:18]2[c:19]([CH2:33][CH3:34])[c:20]([B:24]3[O:25][C:26]([CH3:31])([CH3:32])[C:27]([CH3:29])([CH3:30])[O:28]3)[cH:21][cH:22][cH:23]2)[CH2:17]1. The reactants are CC(C=O)(C)C (2,2-dimethylpropionaldehyde), [OH-].[Na+] (sodium hydroxide), Cl (hydrochloric acid), [O-]CC.[Na+] (sodium ethoxide), C(C)OP(=O)(OCC)CC(=O)OCC (ethyl diethylphosphonoacetate). The solvent is O1CCCC1 (tetrahydrofuran), C(C)O (ethanol). Conditions: time 1.5 hour. Product: CC(C=CC(=O)O)(C)C (4,4-Dimethyl-2-pentenoic acid). RXN SMILES: [O-]CC.[Na+].C(OP([CH2:13][C:14]([O:16]CC)=[O:15])(OCC)=O)C.[CH3:19][C:20]([CH3:24])([CH3:23])[CH:21]=O.[OH-].[Na+].Cl>C(O)C.O1CCCC1>[CH3:19][C:20]([CH3:24])([CH3:23])[CH:21]=[CH:13][C:14]([OH:16])=[O:15] |f:0.1,4.5|. Procedure: To 20% sodium ethoxide in ethanol (1.02 L) was added ethyl diethylphosphonoacetate (516 mL) dropwise at ice temperature. After the mixture was stirred at ice temperature for 1.5 hr, a solution of 2,2-dimethylpropionaldehyde (260 mL) in tetrahydrofuran (510 mL) was added to the mixture at ice temperature. The mixture was stirred at RT for 3.5 hr and aqueous 4 N sodium hydroxide (885 mL) was added to the mixture at ice temperature. After the mixture was stirred overnight at RT, 6 N hydrochloric ac... The reactants are Oc1ccc(Br)cc1F, CC1(C)OB(c2ccc3scnc3c2)OC1(C)C. Product: Oc1ccc(-c2ccc3scnc3c2)cc1F. RXN SMILES: [Br:1][c:2]1[cH:3][c:4]([F:9])[c:5]([OH:8])[cH:6][cH:7]1.[CH3:10][C:11]1([CH3:12])[C:13]([CH3:14])([CH3:15])[O:16][B:17]([c:18]2[cH:19][cH:20][c:21]3[c:22]([n:23][cH:24][s:25]3)[cH:26]2)[O:27]1>>[c:2]1(-[c:18]2[cH:19][cH:20][c:21]3[c:22]([n:23][cH:24][s:25]3)[cH:26]2)[cH:3][c:4]([F:9])[c:5]([OH:8])[cH:6][cH:7]1. Starting materials: BrC1=CC=C(C=C1)C=1OC2=C(N1)C=CC=C2 (2-(4-bromophenyl)benzoxazole), C(C)(C)(C)P(C(C)(C)C)C(C)(C)C (tri(tert-butyl)phosphine), C1(=CC=CC=C1)C=1C=CC=2NC3=CC=CC=C3C2C1 (3-phenyl-9H-carbazole), CC(C)([O-])C.[Na+] (sodium tert-butoxide). The reagents and catalysts are C=1C=CC(=CC1)/C=C/C(=O)/C=C/C2=CC=CC=C2.C=1C=CC(=CC1)/C=C/C(=O)/C=C/C2=CC=CC=C2.[Pd] (bis (dibenzylideneacetone)palladium(0)). The solvent is CCCCCC (hexane), C1(=CC=CC=C1)C (toluene), C1(=CC=CC=C1)C (toluene). Run at temperature 80 celsius, time 15 hour. Product: O1C(=NC2=C1C=CC=C2)C2=CC=C(C=C2)N2C1=CC=CC=C1C=1C=C(C=CC21)C2=CC=CC=C2 (9-(4-[Benzoxazol-2-yl)phenyl]-3-phenyl-9H-carbazole). As a reaction SMILES: Br[C:2]1[CH:7]=[CH:6][C:5]([C:8]2[O:9][C:10]3[CH:16]=[CH:15][CH:14]=[CH:13][C:11]=3[N:12]=2)=[CH:4][CH:3]=1.[C:17]1([C:23]2[CH:24]=[CH:25][C:26]3[NH:27][C:28]4[C:33]([C:34]=3[CH:35]=2)=[CH:32][CH:31]=[CH:30][CH:29]=4)[CH:22]=[CH:21][CH:20]=[CH:19][CH:18]=1.CC(C)([O-])C.[Na+].C(P(C(C)(C)C)C(C)(C)C)(C)(C)C>C1C=CC(/C=C/C(/C=C/C2C=CC=CC=2)=O)=CC=1.C1C=CC(/C=C/C(/C=C/C2C=CC=CC=2)=O)=CC=1.[Pd].C1(C)C=CC=CC=1.CCCCCC>[O:9]1[C:10]2[CH:16]=[CH:15][CH:14]=[CH:13][C:11]=2[N:12]=[C:8]1[C:5]1[CH:6]=[CH:7][C:2]([N:27]2[C:26]3[CH:25]=[CH:24][C:23]([C:17]4[CH:22]=[CH:21][CH:20]=[CH:19][CH:18]=4)=[CH:35][C:34]=3[C:33]3[C:28]2=[CH:29][CH:30]=[CH:31][CH:32]=3)=[CH:3][CH:4]=1 |f:2.3,5.6.7|. Procedure details: In a 100 mL three-neck flask were put 1.0 g (3.7 mmol) of 2-(4-bromophenyl)benzoxazole, 0.89 g (3.7 mmol) of 3-phenyl-9H-carbazole, and 0.77 g (8.0 mmol) of sodium tert-butoxide. The atmosphere in the flask was replaced with nitrogen. To this mixture were added 30 mL of toluene and 0.10 mL of a 10% hexane solution of tri(tert-butyl)phosphine. This mixture was degassed by reducing the pressure in the flask by using an aspirator. After that, the atmosphere in the flask was replaced with nitrogen. ... The reactants are CN1C(=NC=C1C=1C=C(N)C=CC1)C (3-(1,2-dimethylimidazol-5-yl)aniline), S1C(=CC=C1C(=O)O)C=1SC=CC1 ([2,2′]bithiophenyl-5-carboxylic acid), ON1N=NC2=C1C=CC=C2 (1-hydroxybenzotriazole), Cl.C(C)N=C=NCCCN(C)C (1-ethyl-3-(3-dimethylaminopropyl)carbodiimide hydrochloride). Reagents/catalysts: CN(C1=CC=NC=C1)C (4-dimethylaminopyridine). The solvent is ClCCl (dichloromethane), ClCCl (dichloromethane). Conditions: time 15 minute. The product is CC1=NC=C(N1C)C=1C=C(C=CC1)NC(=O)C1=CC=C(S1)C=1SC=CC1 (N-[3-(2,3-dimethyl-3H-imidazol-4-yl)-phenyl]-[2,2′]bithiophenyl-5-carboxamide). The yield is 61.7%. As a reaction SMILES: [S:1]1[C:5]([C:6]([OH:8])=O)=[CH:4][CH:3]=[C:2]1[C:9]1[S:10][CH:11]=[CH:12][CH:13]=1.ON1C2C=CC=CC=2N=N1.Cl.C(N=C=NCCCN(C)C)C.[CH3:36][N:37]1[C:41]([C:42]2[CH:43]=[C:44]([CH:46]=[CH:47][CH:48]=2)[NH2:45])=[CH:40][N:39]=[C:38]1[CH3:49]>ClCCl.CN(C)C1C=CN=CC=1>[CH3:49][C:38]1[N:37]([CH3:36])[C:41]([C:42]2[CH:43]=[C:44]([NH:45][C:6]([C:5]3[S:1][C:2]([C:9]4[S:10][CH:11]=[CH:12][CH:13]=4)=[CH:3][CH:4]=3)=[O:8])[CH:46]=[CH:47][CH:48]=2)=[CH:40][N:39]=1 |f:2.3|. Procedure details: To a suspension of [2,2′]bithiophenyl-5-carboxylic acid (105 mg) and 1-hydroxybenzotriazole (81 mg) in dichloromethane (2 ml) was added 1-ethyl-3-(3-dimethylaminopropyl)carbodiimide hydrochloride (144 mg) and the mixture was stirred for 15 minutes. After adding 3-(1,2-dimethylimidazol-5-yl)aniline (94 mg) and 4-dimethylaminopyridine (92 mg), the mixture was stirred for 24 hours. The mixture was diluted with dichloromethane and washed with water and brine. The mixture was dried over magnesium sul... The reactants are O=C([O-])[O-], CC=CCCC1CCC(c2ccc(C#N)cc2)CC1, ClCCl, O=C(OO)c1cccc(Cl)c1, [K+], [K+]. The product is CC1OC1CCC1CCC(c2ccc(C#N)cc2)CC1. Reaction SMILES: [C:12](=[O:13])([O-:14])[O-:15].[CH2:18]([CH2:19][CH:20]=[CH:21][CH3:22])[CH:23]1[CH2:24][CH2:25][CH:26]([c:29]2[cH:30][cH:31][c:32]([C:33]#[N:34])[cH:35][cH:36]2)[CH2:27][CH2:28]1.[CH2:37]([Cl:38])[Cl:39].[Cl:1][c:2]1[cH:3][cH:4][cH:5][c:6]([C:7]([O:8][OH:10])=[O:9])[cH:11]1.[K+:16].[K+:17]>>[O:9]1[CH:20]([CH2:19][CH2:18][CH:23]2[CH2:24][CH2:25][CH:26]([c:29]3[cH:30][cH:31][c:32]([C:33]#[N:34])[cH:35][cH:36]3)[CH2:27][CH2:28]2)[CH:21]1[CH3:22]. The reactants are Cl.N1=CC=C(C=C1)CC#N (4-pyridylacetonitrile hydrochloride), [Na] (Sodium), FC=1C=C(C=O)C=CC1 (3-fluorobenzaldehyde). Solvent: C(C)O (ethanol). Reaction conditions: time 10 minute. Yields the product FC=1C=C(C=CC1)/C=C(/C#N)\C1=CC=NC=C1 ((E)-3-(3-Fluorophenyl)-2-(4-pyridyl)-2-propenenitrile). Isolated yield 56.3%. As a reaction SMILES: [Na].Cl.[N:3]1[CH:8]=[CH:7][C:6]([CH2:9][C:10]#[N:11])=[CH:5][CH:4]=1.[F:12][C:13]1[CH:14]=[C:15]([CH:18]=[CH:19][CH:20]=1)[CH:16]=O>C(O)C>[F:12][C:13]1[CH:14]=[C:15](/[CH:16]=[C:9](\[C:6]2[CH:7]=[CH:8][N:3]=[CH:4][CH:5]=2)/[C:10]#[N:11])[CH:18]=[CH:19][CH:20]=1 |f:1.2,^1:0|. Reported procedure: Sodium (3.0 g, 130 mmol) was dissolved in ethanol (150 mL), 4-pyridylacetonitrile hydrochloride (10 g, 65 mmol) was added thereto, and then the mixture was stirred at room temperature. After 10 minutes, 3-fluorobenzaldehyde (8 g, 65 mmol) was added thereto, followed by stirring as it was for 30 minutes. The resulting precipitates were collected by filtration and washed with a small portion of water, to give the title compound (8.2 g, 56%) as a colorless solid. Reactants: C(C)(C)(C)C=1N=C(C=2C(N1)=NN(N2)[C@H](C)C2=C(C=CC=C2)Cl)N2CC(CC2)(F)F (5-tert-Butyl-2-[(R)-1-(2-chloro-phenyl)-ethyl]-7-(3,3-difluoro-pyrrolidin-1-yl)-2H-[1,2,3]triazolo[4,5-d]pyrimidine), C(C)(C)(C)C=1N=C(C2=C(N1)NN=N2)N2CC(CC2)(F)F (5-tert-butyl-7-(3,3-difluoropyrrolidin-1-yl)-3H-[1,2,3]triazolo[4,5-d]pyrimidine), ClC1=C(C=CC=C1)[C@@H](C)O ((R)-1-(2-chlorophenyl)ethanol). Product: C(C)(C)(C)C=1N=C(C=2C(N1)=NN(N2)[C@@H](C)C2=C(C=CC=C2)Cl)N2CC(CC2)(F)F (5-tert-Butyl-2-[(S)-1-(2-chloro-phenyl)-ethyl]-7-(3,3-difluoro-pyrrolidin-1-yl)-2H-[1,2,3]triazolo[4,5-d]pyrimidine), solid. Yield: 21.0%. RXN SMILES: [C:1]([C:5]1[N:6]=[C:7]([N:23]2[CH2:27][CH2:26][C:25]([F:29])([F:28])[CH2:24]2)[C:8]2[C:9](=[N:11][N:12]([C@@H:14]([C:16]3[CH:21]=[CH:20][CH:19]=[CH:18][C:17]=3[Cl:22])[CH3:15])[N:13]=2)[N:10]=1)([CH3:4])([CH3:3])[CH3:2].C(C1N=C(N2CCC(F)(F)C2)C2N=NNC=2N=1)(C)(C)C.ClC1C=CC=CC=1[C@H](O)C>>[C:1]([C:5]1[N:6]=[C:7]([N:23]2[CH2:27][CH2:26][C:25]([F:28])([F:29])[CH2:24]2)[C:8]2[C:9](=[N:11][N:12]([C@H:14]([C:16]3[CH:21]=[CH:20][CH:19]=[CH:18][C:17]=3[Cl:22])[CH3:15])[N:13]=2)[N:10]=1)([CH3:2])([CH3:3])[CH3:4]. Reported procedure: In analogy to the procedure described for the synthesis of 5-tert-butyl-2-[(R)-1-(2-chloro-phenyl)-ethyl]-7-(3,3-difluoro-pyrrolidin-1-yl)-2H-[1,2,3]triazolo[4,5-d]pyrimidine (example 28), the title compound was prepared from 5-tert-butyl-7-(3,3-difluoropyrrolidin-1-yl)-3H-[1,2,3]triazolo[4,5-d]pyrimidine and (R)-1-(2-chlorophenyl)ethanol and isolated as white solid (3.7 mg, 21%). MS (m/e): 421.4 (MH+).